Dataset: the Open Reaction Database (ORD), a public repository of structured organic reaction records. Task: describe an organic reaction: reactants, conditions, products, and yield The reactants are solution, C(CCC)[Li] (n-butyl lithium), CCCCCC (hexane), C(CCC)[Li] (n-butyl lithium), CCCCCC (hexane), C(CC)I (propyl iodide), N(C1=CC=CC=C1)C1=NC=CC(=N1)C1=CN=C(N1C)C (2-Anilino-4-(1,2-dimethylimidazol-5-yl)pyrimidine). Solvent: O (water), C1CCOC1 (THF). Conditions: temperature -70 celsius. Product: N(C1=CC=CC=C1)C1=NC=CC(=N1)C1=CN=C(N1C)CCCC (2-Anilino-4-(1-methyl-2-n-butylimidazol-5-yl)pyrimidine). Yield: 45.0%. RXN SMILES: [NH:1]([C:8]1[N:13]=[C:12]([C:14]2[N:18]([CH3:19])[C:17]([CH3:20])=[N:16][CH:15]=2)[CH:11]=[CH:10][N:9]=1)[C:2]1[CH:7]=[CH:6][CH:5]=[CH:4][CH:3]=1.[CH2:21]([Li])[CH2:22][CH2:23]C.CCCCCC.C(I)CC>C1COCC1.O>[NH:1]([C:8]1[N:13]=[C:12]([C:14]2[N:18]([CH3:19])[C:17]([CH2:20][CH2:21][CH2:22][CH3:23])=[N:16][CH:15]=2)[CH:11]=[CH:10][N:9]=1)[C:2]1[CH:7]=[CH:6][CH:5]=[CH:4][CH:3]=1. Procedure details: 2-Anilino-4-(1,2-dimethylimidazol-5-yl)pyrimidine (Method 74; 2 g, 7.55 mmol) was dissolved in anhydrous THF (100 ml) at RT under a nitrogen atmosphere. The stirring solution was cooled using dry-ice/acetone bath to −70° C. A 1.6M solution of n-butyl lithium in hexane (6.3 ml, 10.08 mmol) was added drop-wise keeping temperature <−60° C. until the dark red colour remained. One more equivalent of n-butyl lithium in hexane (4.7 ml, 7.55 mmol), was then added dropwise keeping the temperature below −... Starting materials: CN1N=NN=C1 (1-methyltetrazole), CN(C)CCN(C)C (TMEDA), CN(C(=O)C1=NC=CC=C1C)OC (N-methyl-N-methoxy-(3-methylpyridin-2-yl)carboxamide), [Li]CCCC (nBuLi), hexanes, C(=O)(O)[O-].[Na+] (NaHCO3). Run in C1CCOC1 (THF), C1CCOC1 (THF). Yields the product CC=1C(=NC=CC1)C(=O)C1=NN=NN1C ((3-methylpyridin-2-yl)-(1-methyltetrazol-5-yl)methanone). Isolated yield 39.7%. Reaction SMILES: [CH3:1][N:2]1[CH:6]=[N:5][N:4]=[N:3]1.CN(CCN(C)C)C.[Li]CCCC.CN(OC)[C:22]([C:24]1[C:29]([CH3:30])=[CH:28][CH:27]=[CH:26][N:25]=1)=[O:23].C([O-])(O)=O.[Na+]>C1COCC1>[CH3:30][C:29]1[C:24]([C:22]([C:6]2[N:2]([CH3:1])[N:3]=[N:4][N:5]=2)=[O:23])=[N:25][CH:26]=[CH:27][CH:28]=1 |f:4.5|. Procedure: To a solution of 1-methyltetrazole (2.9 g, 34.7 mmol) and TMEDA (10 ml, 66.2 mmol) in THF (100 ml) cooled at −78° C. is added dropwise 2.5 M nBuLi in hexanes (13.9 ml, 34.7 mmol) with vigorous stirring and maintaining the reaction temperature below −65° C. On complete addition, the mixture is is stirred 20 minutes before adding dropwise a solution of N-methyl-N-methoxy-(3-methylpyridin-2-yl)carboxamide (6.3 g, 34.7 mmol) in THF. On complete addition, the mixture is stirred for six hours at −78° ... The product is COC1=CC=C(C=C1)CC(C)NCCC(C1=CC=CC=C1)C1=CC=CC=C1 (1-(4-methoxyphenyl)-2-(3,3-diphenylpropylamino)-propane). The reagents and catalysts are [Pt]=O (platinum oxide). Starting materials: COC1=CC=C(C=C1)CC(C)=O (p-methoxyphenylacetone), C1(=CC=CC=C1)C(CCN)C1=CC=CC=C1 (3,3-diphenylpropylamine). Procedure details: The starting material is prepared as follows: the mixture of 246.3 g of p-methoxyphenylacetone, 317 g of 3,3-diphenylpropylamine and 1,000 ml of anhydrous ethanol is hydrogenated at 20° and 3.4 atm. over 5 g of platinum oxide. After the theoretical amount of hydrogen has been absorbed (ca 4,000 ml), the mixture is filtered and the filtrate evaporated at 60°, to yield the 1-(4-methoxyphenyl)-2-(3,3-diphenylpropylamino)-propane as an oil. Solvent: C(C)O (ethanol). Reaction SMILES: [CH3:1][O:2][C:3]1[CH:8]=[CH:7][C:6]([CH2:9][C:10](=O)[CH3:11])=[CH:5][CH:4]=1.[C:13]1([CH:19]([C:23]2[CH:28]=[CH:27][CH:26]=[CH:25][CH:24]=2)[CH2:20][CH2:21][NH2:22])[CH:18]=[CH:17][CH:16]=[CH:15][CH:14]=1>[Pt]=O.C(O)C>[CH3:1][O:2][C:3]1[CH:8]=[CH:7][C:6]([CH2:9][CH:10]([NH:22][CH2:21][CH2:20][CH:19]([C:13]2[CH:18]=[CH:17][CH:16]=[CH:15][CH:14]=2)[C:23]2[CH:28]=[CH:27][CH:26]=[CH:25][CH:24]=2)[CH3:11])=[CH:5][CH:4]=1. Procedure: As described for example 56b, 6-{(E)-2-[5-(4-fluoro-phenyl)-3-methyl-3H-[1,2,3]triazol-4-yl]-vinyl}-nicotinic acid (49 mg, 0.15 mmol) was converted, using 4-aminotetrahydropyran instead of isopropylamine, to the title compound (45 mg, 82%) which was obtained as a light yellow solid. MS: m/e=366.1 [M+H]+. The reactants are FC1=CC=C(C=C1)C1=C(N(N=N1)C)/C=C/C1=NC=C(C(=O)O)C=C1 (6-{(E)-2-[5-(4-fluoro-phenyl)-3-methyl-3H-[1,2,3]triazol-4-yl]-vinyl}-nicotinic acid), NC1CCOCC1 (4-aminotetrahydropyran). Reaction SMILES: [F:1][C:2]1[CH:7]=[CH:6][C:5]([C:8]2[N:12]=[N:11][N:10]([CH3:13])[C:9]=2/[CH:14]=[CH:15]/[C:16]2[CH:24]=[CH:23][C:19]([C:20]([OH:22])=O)=[CH:18][N:17]=2)=[CH:4][CH:3]=1.[NH2:25][CH:26]1[CH2:31][CH2:30][O:29][CH2:28][CH2:27]1>>[F:1][C:2]1[CH:3]=[CH:4][C:5]([C:8]2[N:12]=[N:11][N:10]([CH3:13])[C:9]=2/[CH:14]=[CH:15]/[C:16]2[CH:24]=[CH:23][C:19]([C:20]([NH:25][CH:26]3[CH2:31][CH2:30][O:29][CH2:28][CH2:27]3)=[O:22])=[CH:18][N:17]=2)=[CH:6][CH:7]=1. Yields the product FC1=CC=C(C=C1)C1=C(N(N=N1)C)/C=C/C1=NC=C(C(=O)NC2CCOCC2)C=C1 (6-{(E)-2-[5-(4-Fluoro-phenyl)-3-methyl-3H-[1,2,3]triazol-4-yl]-vinyl}-N-(tetrahydro-pyran-4-yl)-nicotinamide). The yield is 82.0%. The reactants are N1(CCCCC1)CCCOC1=CC(=C(C(=O)Cl)C=C1)C(F)(F)F (4-(3-Piperidin-1-yl-propoxy)-2-trifluoromethyl-benzoyl chloride), C1NCC2=CC=CC=C12 (isoindoline), CCN(CC)CC1=CC=CC=C1.C=CC1=CC=CC=C1.C=CC1=CC=C(C=C1)C=C (diethylaminomethyl polystyrene). Run in C(Cl)Cl (DCM). Reaction conditions: time 16 hour. The product is Cl.N1(CCCCC1)CCCOC1=CC(=C(C(=O)N2CC3=CC=CC=C3C2)C=C1)C(F)(F)F (N-[4-(3-Piperidin-1-ylpropoxy)-2-trifluoromethyl-benzoyl]isoindoline hydrochloride). Reaction SMILES: [N:1]1([CH2:7][CH2:8][CH2:9][O:10][C:11]2[CH:19]=[CH:18][C:14]([C:15]([Cl:17])=[O:16])=[C:13]([C:20]([F:23])([F:22])[F:21])[CH:12]=2)[CH2:6][CH2:5][CH2:4][CH2:3][CH2:2]1.[CH2:24]1[C:32]2[C:27](=[CH:28][CH:29]=[CH:30][CH:31]=2)[CH2:26][NH:25]1.CCN(CC1C=CC=CC=1)CC.C=CC1C=CC=CC=1.C=CC1C=CC(C=C)=CC=1>C(Cl)Cl>[ClH:17].[N:1]1([CH2:7][CH2:8][CH2:9][O:10][C:11]2[CH:19]=[CH:18][C:14]([C:15]([N:25]3[CH2:26][C:27]4[C:32](=[CH:31][CH:30]=[CH:29][CH:28]=4)[CH2:24]3)=[O:16])=[C:13]([C:20]([F:23])([F:22])[F:21])[CH:12]=2)[CH2:6][CH2:5][CH2:4][CH2:3][CH2:2]1 |f:2.3.4,6.7|. Reported procedure: A solution of 4-(3-piperidin-1-yl-propoxy)-2-trifluoromethyl-benzoyl chloride (D6) (150 mg) in DCM (10 ml) was added to isoindoline (0.046 ml) and diethylaminomethyl polystyrene (0.60 g; 3.2 mmol/g). The mixture was stirred for 16 h, then loaded directly onto a silica column and eluted with 0-10% MeOH (containing 10% 0.880 ammonia solution) in DCM. The isolated free base was dissolved in DCM (5 ml) and treated with 4N HCl/dioxane solution (1 ml) with stirring for 10 min. The mixture was concentr...